Dataset: the Open Reaction Database (ORD), a public repository of structured organic reaction records. Task: describe an organic reaction: reactants, conditions, products, and yield Solvent: reagent, CC(=O)C (acetone). Isolated yield 54.8%. Starting materials: Methyl 4-[4-(2,4dDimethoxyphenyl)(1,3-thiazol-2-yl)]-5-methylthiothiophene-2-carboxylate, NC(C=1C=C(SC1C)C(=S)OC)=S (methyl 4-(aminothioxomethyl)-5-methylthiothiophene-2-carboxylate), BrCC(=O)C1=C(C=C(C=C1)OC)OC (2-Bromo-2′,4′-dimethoxyacetophenone). Reported procedure: Methyl 4-[4-(2,4dDimethoxyphenyl)(1,3-thiazol-2-yl)]-5-methylthiothiophene-2-carboxylate: 99 mg (0.424 mmol) of methyl 4-(aminothioxomethyl)-5-methylthiothiophene-2-carboxylate (Maybridge Chemical Co. LTD., Cornwall, U.K.) was dissolved in 5 mL of reagent grade acetone. 2-Bromo-2′,4′-dimethoxyacetophenone (0.440 mmol; 114 mg) was added and the solution was allowed to reflux for 2.5 h. The solution was allowed to cool and the crude product was collected as a solid and washed with methanol and dri... As a reaction SMILES: [NH2:1][C:2](=[S:13])[C:3]1[CH:4]=[C:5]([C:9]([O:11][CH3:12])=[S:10])[S:6][C:7]=1[CH3:8].Br[CH2:15][C:16]([C:18]1[CH:23]=[CH:22][C:21]([O:24][CH3:25])=[CH:20][C:19]=1[O:26][CH3:27])=O>CC(C)=O>[CH3:27][O:26][C:19]1[CH:20]=[C:21]([O:24][CH3:25])[CH:22]=[CH:23][C:18]=1[C:16]1[N:1]=[C:2]([C:3]2[CH:4]=[C:5]([C:9]([O:11][CH3:12])=[S:10])[S:6][C:7]=2[CH3:8])[S:13][CH:15]=1. Product: COC1=C(C=CC(=C1)OC)C=1N=C(SC1)C=1C=C(SC1C)C(=S)OC (methyl 4-[4-(2,4-dimethoxyphenyl)(1,3-thiazol-2-yl)]-5-methylthiothiophene-2-carboxylate). The reactants are NC=1C(N(C(N(C1N)CCC)=O)CCC)=O (5,6-diamino-1,3-dipropyluracil), BrC1=C(C=CC(=O)O)C=C(C(=C1)OC)OC (2-bromo-4,5-dimethoxycinnamic acid). Yields the product BrC1=C(/C=C/C2=NC=3N(C(N(C(C3N2)=O)CCC)=O)CCC)C=C(C(=C1)OC)OC ((E)-8-(2-Bromo-4,5-dimethoxystyryl)-1,3-dipropylxanthine). Yield: 56.3%. As a reaction SMILES: [NH2:1][C:2]1[C:3](=[O:16])[N:4]([CH2:13][CH2:14][CH3:15])[C:5](=[O:12])[N:6]([CH2:9][CH2:10][CH3:11])[C:7]=1[NH2:8].[Br:17][C:18]1[CH:28]=[C:27]([O:29][CH3:30])[C:26]([O:31][CH3:32])=[CH:25][C:19]=1[CH:20]=[CH:21][C:22](O)=O>>[Br:17][C:18]1[CH:28]=[C:27]([O:29][CH3:30])[C:26]([O:31][CH3:32])=[CH:25][C:19]=1/[CH:20]=[CH:21]/[C:22]1[NH:1][C:2]2[C:3](=[O:16])[N:4]([CH2:13][CH2:14][CH3:15])[C:5](=[O:12])[N:6]([CH2:9][CH2:10][CH3:11])[C:7]=2[N:8]=1. Procedure: Substantially the same procedure as in Reference Example 1 was repeated using 2.0 g (8.85 mmol) of 5,6-diamino-1,3-dipropyluracil and 2.80 g (9.75 mmol) of 2-bromo-4,5-dimethoxycinnamic acid. Then, the resultant crude crystals were recrystallized from dioxane to give 2.38 g (yield 56%) of Compound 57 as pale yellow needles. Starting materials: NC=1SC=CC1C(=O)OC (methyl 2-aminothiophene-3-carboxylate), C(CCC)I (n-butyl iodide), C(CC)I (n-propyl iodide), NC1=C(SC=C1)C(=O)OC (methyl 3-aminothiophene-2-carboxylate). Product: C(CC)NC=1SC=CC1C(=O)OC (Methyl 2-mono-n-propylaminothiophene-3-carboxylate). Isolated yield 54.0%. RXN SMILES: [NH2:1][C:2]1[S:3][CH:4]=[CH:5][C:6]=1[C:7]([O:9][CH3:10])=[O:8].[CH2:11](I)[CH2:12][CH3:13].NC1C=CSC=1C(OC)=O.C(I)CCC>>[CH2:11]([NH:1][C:2]1[S:3][CH:4]=[CH:5][C:6]=1[C:7]([O:9][CH3:10])=[O:8])[CH2:12][CH3:13]. Procedure details: In the same manner as in Reference Example 1-1), methyl 2-aminothiophene-3-carboxylate [Chem. Bet. 98, 3571 (1965)]and n-propyl iodide were used in place of methyl 3-aminothiophene-2-carboxylate and n-butyl iodide to obtain 10.76 g (54.0%) of Compound (h-1). Reactants: Br, OCCCCCCCCO, c1ccccc1. The product is OCCCCCCCCBr. As a reaction SMILES: [BrH:11].[CH2:1]([CH2:2][CH2:3][CH2:4][CH2:5][CH2:6][CH2:7][CH2:8][OH:9])[OH:10].[cH:12]1[cH:13][cH:14][cH:15][cH:16][cH:17]1>>[CH2:1]([CH2:2][CH2:3][CH2:4][CH2:5][CH2:6][CH2:7][CH2:8][OH:9])[Br:11]. The reactants are C([O-])([O-])=O.[Na+].[Na+] (sodium carbonate), O (water), BrC1=C(C=CC=C1)C1(CC1)C#N (1-(2-bromophenyl)cyclopropanecarbonitrile), O (water), Cl.NO (hydroxylamine hydrochloride). The solvent is C(C)O (ethanol). Product: BrC1=C(C=CC=C1)C1(CC1)C(NO)=N (1-(2-bromophenyl)-N-hydroxycyclopropanecarboximidamide). Yield: 36.0%. Reaction SMILES: [Br:1][C:2]1[CH:7]=[CH:6][CH:5]=[CH:4][C:3]=1[C:8]1([C:11]#[N:12])[CH2:10][CH2:9]1.[OH2:13].Cl.[NH2:15]O.C(=O)([O-])[O-].[Na+].[Na+]>C(O)C>[Br:1][C:2]1[CH:7]=[CH:6][CH:5]=[CH:4][C:3]=1[C:8]1([C:11](=[NH:15])[NH:12][OH:13])[CH2:9][CH2:10]1 |f:2.3,4.5.6|. Procedure details: To a solution of 1-(2-bromophenyl)cyclopropanecarbonitrile (19.6 g, 0.1 mole) in ethanol (100 ml), there was added water (100 ml) and then added hydroxylamine hydrochloride (14.0 g, 0.2 mole) and finally added sodium carbonate (11.0 g, 0.1 mole). The reaction mixture was refluxed for 16 hrs. The reaction mixture was cooled to room temperature and water (100 ml) was added. A white precipitate formed and was filtered to give 9.39 g of product (36% yield; M.P. 164°-167° C.). The reactants are CCc1nc2ccccc2n1-c1nc(N2CCOCC2)c2nc(CC3CN(C(=O)OC(C)(C)C)C3)n(C)c2n1, ClCCl, O=C(O)C(F)(F)F. Product: CCc1nc2ccccc2n1-c1nc(N2CCOCC2)c2nc(CC3CNC3)n(C)c2n1. As a reaction SMILES: [C:1]([O:2][C:3](=[O:4])[N:8]1[CH2:9][CH:10]([CH2:12][c:13]2[n:14]([CH3:39])[c:15]3[n:16][c:17](-[n:28]4[c:29]([CH2:37][CH3:38])[n:30][c:31]5[c:32]4[cH:33][cH:34][cH:35][cH:36]5)[n:18][c:19]([N:22]4[CH2:23][CH2:24][O:25][CH2:26][CH2:27]4)[c:20]3[n:21]2)[CH2:11]1)([CH3:5])([CH3:6])[CH3:7].[Cl:47][CH2:48][Cl:49].[F:40][C:41]([F:42])([F:43])[C:44]([OH:45])=[O:46]>>[NH:8]1[CH2:9][CH:10]([CH2:12][c:13]2[n:14]([CH3:39])[c:15]3[n:16][c:17](-[n:28]4[c:29]([CH2:37][CH3:38])[n:30][c:31]5[c:32]4[cH:33][cH:34][cH:35][cH:36]5)[n:18][c:19]([N:22]4[CH2:23][CH2:24][O:25][CH2:26][CH2:27]4)[c:20]3[n:21]2)[CH2:11]1. Starting materials: O (Water), C(#N)C(=O)OCC (ethyl cyanoformate), Cl.NO (hydroxylamine hydrochloride), C([O-])([O-])=O.[Na+].[Na+] (sodium carbonate). The solvent is C(C)O (ethanol). Yields the product NC(C(=O)OCC)=NO (Ethyl 2-amino-2-(hydroxyimino)acetate). Yield: 91.0%. RXN SMILES: [OH2:1].[C:2]([C:4]([O:6][CH2:7][CH3:8])=[O:5])#[N:3].Cl.[NH2:10]O.C(=O)([O-])[O-].[Na+].[Na+]>C(O)C>[NH2:3][C:2](=[N:10][OH:1])[C:4]([O:6][CH2:7][CH3:8])=[O:5] |f:2.3,4.5.6|. Procedure details: Water (600 ml) is added dropwise over a period of two hours to a vigorously stirred, room temperature mixture of ethyl cyanoformate (99 g, 1 mol), hydroxylamine hydrochloride (105 g, 1.5 mol ) and sodium carbonate (82 g, 0.77 mol ) in ethanol (1 L.) The resulting solution is stirred until the starting material has been consumed. When the reaction is complete, most of the solvent is removed in vacuo and the resulting residue is extracted with methylene chloride (3×200 ml.) The combined organic ex...